This data is from the Open Reaction Database (ORD), a public repository of structured organic reaction records. The task is: describe an organic reaction: reactants, conditions, products, and yield The reactants are CCO, CCN(C(C)C)C(C)C, Cn1ncc([N+](=O)[O-])c1Cl, FC(F)(F)C1CNCCN1. Product: Cn1ncc([N+](=O)[O-])c1N1CCNC(C(F)(F)F)C1. RXN SMILES: [CH3:30][CH2:31][OH:32].[CH:21]([N:22]([CH2:23][CH3:24])[CH:25]([CH3:26])[CH3:27])([CH3:28])[CH3:29].[Cl:11][c:12]1[c:13]([N+:18](=[O:19])[O-:20])[cH:14][n:15][n:16]1[CH3:17].[F:1][C:2]([CH:3]1[NH:4][CH2:5][CH2:6][NH:7][CH2:8]1)([F:9])[F:10]>>[F:1][C:2]([CH:3]1[NH:4][CH2:5][CH2:6][N:7]([c:12]2[c:13]([N+:18](=[O:19])[O-:20])[cH:14][n:15][n:16]2[CH3:17])[CH2:8]1)([F:9])[F:10]. The reactants are O=C([O-])[O-], CCN=C=NCCCN(C)C, CN(C)C=O, CC1Cc2nc(C(=O)N3CCN(S(=O)(=O)c4ccc5cc(Cl)ccc5c4)CC3C(=O)O)sc2CN1, Cl, [K+], [K+], NOC1CCCCO1, O, On1nnc2ccccc21. Product: CC1Cc2nc(C(=O)N3CCN(S(=O)(=O)c4ccc5cc(Cl)ccc5c4)CC3C(=O)NOC3CCCCO3)sc2CN1. As a reaction SMILES: [C:67](=[O:68])([O-:69])[O-:70].[CH3:56][N:57]([CH2:58][CH2:59][CH2:60][N:61]=[C:62]=[N:63][CH2:64][CH3:65])[CH3:66].[CH3:73][N:74]([CH3:75])[CH:76]=[O:77].[Cl:1][c:2]1[cH:3][c:4]2[cH:5][cH:6][c:7]([S:12](=[O:13])(=[O:14])[N:15]3[CH2:16][CH:17]([C:33](=[O:34])[OH:35])[N:18]([C:21](=[O:22])[c:23]4[s:24][c:25]5[c:30]([n:31]4)[CH2:29][CH:28]([CH3:32])[NH:27][CH2:26]5)[CH2:19][CH2:20]3)[cH:8][c:9]2[cH:10][cH:11]1.[ClH:55].[K+:71].[K+:72].[O:36]1[CH:37]([O:42][NH2:43])[CH2:38][CH2:39][CH2:40][CH2:41]1.[OH2:44].[OH:45][n:46]1[c:47]2[cH:48][cH:49][cH:50][cH:51][c:52]2[n:53][n:54]1>>[Cl:1][c:2]1[cH:3][c:4]2[cH:5][cH:6][c:7]([S:12](=[O:13])(=[O:14])[N:15]3[CH2:16][CH:17]([C:33](=[O:34])[NH:43][O:42][CH:37]4[O:36][CH2:41][CH2:40][CH2:39][CH2:38]4)[N:18]([C:21](=[O:22])[c:23]4[s:24][c:25]5[c:30]([n:31]4)[CH2:29][CH:28]([CH3:32])[NH:27][CH2:26]5)[CH2:19][CH2:20]3)[cH:8][c:9]2[cH:10][cH:11]1. The reactants are FC1=C(C=NC(C)(C)C)C=CC(=C1)F (N-(2,4-difluorobenzylidene)-t-butylamine), C(=O)(O)[O-].[Na+] (NaHCO3), [BH4-].[Na+] (NaBH4). Solvent: CO (methanol), ice water. Conditions: time 2.5 hour. Yields the product FC1=C(C=CC(=C1)F)CNC(C)(C)C (N-(2,4-difluorophenylmethyl)-N-t-butylamine). Isolated yield 83.0%. As a reaction SMILES: [F:1][C:2]1[CH:13]=[C:12]([F:14])[CH:11]=[CH:10][C:3]=1[CH:4]=[N:5][C:6]([CH3:9])([CH3:8])[CH3:7].[BH4-].[Na+].C([O-])(O)=O.[Na+]>CO>[F:1][C:2]1[CH:13]=[C:12]([F:14])[CH:11]=[CH:10][C:3]=1[CH2:4][NH:5][C:6]([CH3:9])([CH3:8])[CH3:7] |f:1.2,3.4|. Procedure: A solution of the obtained N-(2,4-difluorobenzylidene)-t-butylamine in methanol (5 ml) was cooled to 0° C. in ice-water bath. To the solution was added NaBH4 (138.3 mg, 3.65 mmol). The mixture was gradually warmed to room temperature and stirred for 2.5 hours. The mixture was added to sat. NaHCO3 aqueous solution, extracted three times with ethyl acetate and dried over MgSO4. The mixture was concentrated and purified by silica gel chromatography (hexane/ethyl acetate/triethylamine=100/5/1) to gi... Reactants: CC(Cl)c1cccnc1, O=C(O)c1cccc2c1OC(F)(F)C2. Reagents/catalysts: O=C([O-])[O-].[Cs+].[Cs+] (cesium carbonate), [I-].[K+] (potassium iodide). Solvent: CN(C)C=O (DMF), CN(C)C=O (dmf), CN(C)C=O (DMF). Conditions: temperature 70 celsius, time 16 hour. Product: CC(OC(=O)c1cccc2c1OC(F)(F)C2)c1cccnc1. Reactants: BrCCBr, CC(C)(C)OC(=O)Nc1ccccn1, C1CCOC1. The product is CC(C)(C)OC(=O)Nc1ncccc1Br. Reaction SMILES: [Br:15][CH2:16][CH2:17][Br:18].[C:1]([CH3:2])([CH3:3])([CH3:4])[O:5][C:6](=[O:7])[NH:8][c:9]1[n:10][cH:11][cH:12][cH:13][cH:14]1.[O:19]1[CH2:20][CH2:21][CH2:22][CH2:23]1>>[C:1]([CH3:2])([CH3:3])([CH3:4])[O:5][C:6](=[O:7])[NH:8][c:9]1[n:10][cH:11][cH:12][cH:13][c:14]1[Br:15]. The reactants are crystals, C(#N)C1=C(C=CC=C1)C1=CC=C(C=C1)CNC1=C(C(=O)OC)C=CC=C1NC(=S)NCC (methyl 2-[[(2′-cyanobiphenyl-4-yl)methyl]amino]-3-(3-ethylthioureido)benzoate), C(C1=CC=CC=C1)(=O)[O-] (benzoate). Product: C(C)NC1=NC2=C(N1CC1=CC=C(C=C1)C1=C(C=CC=C1)C#N)C(=CC=C2)C(=O)OC (Methyl 2-ethylamino-1-[(2′-cyanobiphenyl-4-yl)methyl]benzimidazole-7-carboxylate). As a reaction SMILES: [C:1]([C:3]1[CH:8]=[CH:7][CH:6]=[CH:5][C:4]=1[C:9]1[CH:14]=[CH:13][C:12]([CH2:15][NH:16][C:17]2[C:26]([NH:27][C:28]([NH:30][CH2:31][CH3:32])=S)=[CH:25][CH:24]=[CH:23][C:18]=2[C:19]([O:21][CH3:22])=[O:20])=[CH:11][CH:10]=1)#[N:2].C([O-])(=O)C1C=CC=CC=1>>[CH2:31]([NH:30][C:28]1[N:16]([CH2:15][C:12]2[CH:13]=[CH:14][C:9]([C:4]3[CH:5]=[CH:6][CH:7]=[CH:8][C:3]=3[C:1]#[N:2])=[CH:10][CH:11]=2)[C:17]2[C:18]([C:19]([O:21][CH3:22])=[O:20])=[CH:23][CH:24]=[CH:25][C:26]=2[N:27]=1)[CH3:32]. Reported procedure: The title compound was prepared as colorless crystals (3.2 g, 32%) according to the procedure for Working Example 8 from methyl 2-[[(2′-cyanobiphenyl-4-yl)methyl]amino]-3-(3-ethylthioureido)benzoate (10.5 g), which was synthesized from methyl 3-amino-2-[[2′-cyanobiphenyl-4-yl)methyl]amino]benzoate in substantially the same manner as Reference Example 5. Conditions: time 30 minute. The reactants are ClC=1C=C2C(=C(C(C3(C2=CC1)CCCC3)=O)C(=O)NCC(=O)OC(C)(C)C)O (1,1-dimethylethyl N-((6′-chloro-4′-hydroxy-2′-oxo-2′H-spiro[cyclopentane-1,1′-naphthalen]-3′-yl)carbonyl)glycinate). The solvent is C(=O)(C(F)(F)F)O (TFA). The product is ClC=1C=C2C(=C(C(C3(C2=CC1)CCCC3)=O)C(=O)NCC(=O)O)O (N-((6′-Chloro-4′-hydroxy-2′-oxo-2′H-spiro[cyclopentane-1,1′-naphthalen]-3′-yl)carbonyl)glycine). Procedure: A mixture of 1,1-dimethylethyl N-((6′-chloro-4′-hydroxy-2′-oxo-2′H-spiro[cyclopentane-1,1′-naphthalen]-3′-yl)carbonyl)glycinate (0.2 g, 0.5 mmol) in 2 mL TFA was stirred at room temperature for 30 minutes, M+1=350. The mixture was concentrated and triturated in ether/hexane (10:1). The solid was filtered, washed with 10 mL ether/hexane (10:1), and dried under high vacuum to give 135 mg of the salt as an off-white solid. MS (m/z)=350 (M+H)+. Calculated for C17H16ClNO5 349.07. Reaction SMILES: [Cl:1][C:2]1[CH:3]=[C:4]2[C:9](=[CH:10][CH:11]=1)[C:8]1([CH2:15][CH2:14][CH2:13][CH2:12]1)[C:7](=[O:16])[C:6]([C:17]([NH:19][CH2:20][C:21]([O:23]C(C)(C)C)=[O:22])=[O:18])=[C:5]2[OH:28]>C(O)(C(F)(F)F)=O>[Cl:1][C:2]1[CH:3]=[C:4]2[C:9](=[CH:10][CH:11]=1)[C:8]1([CH2:12][CH2:13][CH2:14][CH2:15]1)[C:7](=[O:16])[C:6]([C:17]([NH:19][CH2:20][C:21]([OH:23])=[O:22])=[O:18])=[C:5]2[OH:28]. Yield: 77.2%. The reactants are C(C=C)(=O)Cl (acryloyl chloride), ClC=1C(=NC(=NC1)NC1=CC(=C(C=C1OC)N1C[C@@H](CC1)N(C)C)N)C=1C=NN2C1C=CC=C2 (N-(5-chloro-4-pyrazolo[1,5-a]pyridin-3-ylpyrimidin-2-yl)-4-[(3R)-3-dimethylamino-pyrrolidin-1-yl]-6-methoxybenzene-1,3-diamine), ClC=1C(=NC(=NC1)NC1=CC(=C(C=C1OC)N1C[C@@H](CC1)N(C)C)N)C=1C=NN2C1C=CC=C2 (N-(5-chloro-4-pyrazolo[1,5-a]pyridin-3-ylpyrimidin-2-yl)-4-[(3R)-3-dimethylamino-pyrrolidin-1-yl]-6-methoxybenzene-1,3-diamine), CCN(C(C)C)C(C)C (DIPEA). Run in C(Cl)Cl (CH2Cl2), C(Cl)Cl (CH2Cl2). Run at time 2 hour. Product: ClC=1C(=NC(=NC1)NC=1C(=CC(=C(C1)NC(C=C)=O)N1C[C@@H](CC1)N(C)C)OC)C=1C=NN2C1C=CC=C2 (N-{5-[(5-Chloro-4-pyrazolo[1,5-a]pyridin-3-ylpyrimidin-2-yl)amino]-2-[(3R)-3-dimethylaminopyrrolidin-1-yl]-4-methoxyphenyl}prop-2-enamide). The yield is 57.8%. RXN SMILES: [C:1](Cl)(=[O:4])[CH:2]=[CH2:3].[Cl:6][C:7]1[C:8]([C:31]2[CH:32]=[N:33][N:34]3[CH:39]=[CH:38][CH:37]=[CH:36][C:35]=23)=[N:9][C:10]([NH:13][C:14]2[C:19]([O:20][CH3:21])=[CH:18][C:17]([N:22]3[CH2:26][CH2:25][C@@H:24]([N:27]([CH3:29])[CH3:28])[CH2:23]3)=[C:16]([NH2:30])[CH:15]=2)=[N:11][CH:12]=1.CCN(C(C)C)C(C)C>C(Cl)Cl>[Cl:6][C:7]1[C:8]([C:31]2[CH:32]=[N:33][N:34]3[CH:39]=[CH:38][CH:37]=[CH:36][C:35]=23)=[N:9][C:10]([NH:13][C:14]2[C:19]([O:20][CH3:21])=[CH:18][C:17]([N:22]3[CH2:26][CH2:25][C@@H:24]([N:27]([CH3:29])[CH3:28])[CH2:23]3)=[C:16]([NH:30][C:1](=[O:4])[CH:2]=[CH2:3])[CH:15]=2)=[N:11][CH:12]=1. Procedure: A solution of acryloyl chloride (0.042 mL, 0.51 mmol) in CH2Cl2 (1 mL) was added dropwise to a mixture of N-(5-chloro-4-pyrazolo[1,5-a]pyridin-3-ylpyrimidin-2-yl)-4-[(3R)-3-dimethylamino-pyrrolidin-1-yl]-6-methoxybenzene-1,3-diamine (Intermediate 18, 245 mg, 0.51 mmol) and DIPEA (0.097 mL, 0.56 mmol) in CH2Cl2 (10 mL), which was cooled in an ice/water bath. The mixture was stirred for 2 h and then washed with brine, dried (Na2SO4) and concentrated in vacuo. Purification by FCC, eluting with 2% 7... Reactants: FC1=CC=C(C=C1)C=1OC2=C(C1C(NC)=O)C=C(C=C2)C=2C=C(C(=O)O)C=CC2 (3-(2-(4-fluorophenyl)-3-(methylcarbamoyl)benzofuran-5-yl)benzoic acid), CCN=C=NCCCN(C)C.Cl (EDC hydrochloride), CS(=O)(=O)N (methanesulfonamide). The reagents and catalysts are CN(C)C=1C=CN=CC1 (DMAP). Run in CN(C)C=O (DMF). Yields the product FC1=CC=C(C=C1)C=1OC2=C(C1C(=O)NC)C=C(C=C2)C2=CC(=CC=C2)C(NS(=O)(=O)C)=O (2-(4-Fluorophenyl)-N-methyl-5-(3-(methylsulfonylcarbamoyl)phenyl)benzofuran-3-carboxamide). The yield is 71.5%. As a reaction SMILES: [F:1][C:2]1[CH:7]=[CH:6][C:5]([C:8]2[O:9][C:10]3[CH:20]=[CH:19][C:18]([C:21]4[CH:22]=[C:23]([CH:27]=[CH:28][CH:29]=4)[C:24](O)=[O:25])=[CH:17][C:11]=3[C:12]=2[C:13](=[O:16])[NH:14][CH3:15])=[CH:4][CH:3]=1.CCN=C=NCCCN(C)C.Cl.[CH3:42][S:43]([NH2:46])(=[O:45])=[O:44]>CN(C1C=CN=CC=1)C.CN(C=O)C>[F:1][C:2]1[CH:7]=[CH:6][C:5]([C:8]2[O:9][C:10]3[CH:20]=[CH:19][C:18]([C:21]4[CH:29]=[CH:28][CH:27]=[C:23]([C:24](=[O:25])[NH:46][S:43]([CH3:42])(=[O:45])=[O:44])[CH:22]=4)=[CH:17][C:11]=3[C:12]=2[C:13]([NH:14][CH3:15])=[O:16])=[CH:4][CH:3]=1 |f:1.2|. Reported procedure: In a 1 dram vial with stir bar were combined 3-(2-(4-fluorophenyl)-3-(methylcarbamoyl)benzofuran-5-yl)benzoic acid (35 mg, 0.090 mmol), DMAP (33 mg, 0.27 mmol), EDC hydrochloride (26 mg, 0.14 mmol), and methanesulfonamide (25 mg, 0.26 mmol). DMF (0.5 mL) was added, the vial was capped, and the reaction was stirred at r.t. overnight. The reaction was filtered, purified by prep HPLC, and concentrated to give 30 mg (72% yield) of the title compound as a white powder. 1H NMR (500 MHz, DMSO-d6) δ ppm... Reactants: C(C)OC(C1=CC(=C(C=C1)OCCC=1C=C(C=CC1)C)OC(C)=O)=O (3-Acetoxy-4-(2-m-tolyl-ethoxy)-benzoic acid ethyl ester), C([O-])([O-])=O.[K+].[K+] (Potassium carbonate), IC (iodomethane), CC(C)([O-])C.[K+] (potassium tert-butoxide). The solvent is CO (methanol). Conditions: time 8 hour. Yields the product COC(C1=CC(=C(C=C1)OCCC=1C=C(C=CC1)C)OC)=O (3-Methoxy-4-(2-m-tolyl-ethoxy)-benzoic acid methyl ester). Reaction SMILES: [CH2:1]([O:3][C:4](=[O:25])[C:5]1[CH:10]=[CH:9][C:8]([O:11][CH2:12][CH2:13][C:14]2[CH:15]=[C:16]([CH3:20])[CH:17]=[CH:18][CH:19]=2)=[C:7]([O:21][C:22](=O)C)[CH:6]=1)C.CC(C)([O-])C.[K+].C(=O)([O-])[O-].[K+].[K+].IC>CO>[CH3:1][O:3][C:4](=[O:25])[C:5]1[CH:10]=[CH:9][C:8]([O:11][CH2:12][CH2:13][C:14]2[CH:15]=[C:16]([CH3:20])[CH:17]=[CH:18][CH:19]=2)=[C:7]([O:21][CH3:22])[CH:6]=1 |f:1.2,3.4.5|. Reported procedure: The compound of step 2 (150 mg, 0.438 mmol) was dissolved in methanol (3 ml), potassium tert-butoxide (73 mg, 0.657 mmol) was added and the mixture was stirred overnight under reflux. Potassium carbonate (60 mg, 0.44 mmol) and iodomethane (124 mg, 0.876 mmol) were then added repeatedly, at intervals of 1 h, with stirring under reflux until completion of the reaction. The volatiles were evaporated in vacuo, the residue was partitioned between EA and 2 N hydrochloric acid, and the aqueous phase wa...